The task is: describe an organic reaction: reactants, conditions, products, and yield. This data is from the Open Reaction Database (ORD), a public repository of structured organic reaction records. The reactants are C#CCO, CCNCC, [I-], NCc1cccc(I)c1, Cl[Pd]Cl, c1ccc(P(c2ccccc2)c2ccccc2)cc1, c1ccc(P(c2ccccc2)c2ccccc2)cc1. Product: NCc1cccc(C#CCO)c1. Reaction SMILES: [CH2:11]([C:12]#[CH:13])[OH:14].[CH2:15]([NH:16][CH2:17][CH3:18])[CH3:19].[I-:1].[I:2][c:3]1[cH:4][c:5]([CH2:6][NH2:7])[cH:8][cH:9][cH:10]1.[Pd:20]([Cl:21])[Cl:22].[c:23]1([P:24]([c:25]2[cH:26][cH:27][cH:28][cH:29][cH:30]2)[c:31]2[cH:32][cH:33][cH:34][cH:35][cH:36]2)[cH:37][cH:38][cH:39][cH:40][cH:41]1.[c:42]1([P:43]([c:44]2[cH:45][cH:46][cH:47][cH:48][cH:49]2)[c:50]2[cH:51][cH:52][cH:53][cH:54][cH:55]2)[cH:56][cH:57][cH:58][cH:59][cH:60]1>>[c:3]1([C:13]#[C:12][CH2:11][OH:14])[cH:4][c:5]([CH2:6][NH2:7])[cH:8][cH:9][cH:10]1. The reactants are Cl.N[C@@H]1CC[C@H](CC1)NC(=O)C1=C(NC=2C1=NC=CC2C2=C(C=C(C=C2)OC)OCC2CC2)C (N-(trans-4-aminocyclohexyl)-7-[2-(cyclopropylmethoxy)-4-methoxyphenyl]-2-methyl-1H-pyrrolo[3,2-b]pyridine-3-carboxamide hydrochloride), C(CC)(=O)Cl (propionyl chloride). The product is C1(CC1)COC1=C(C=CC(=C1)OC)C1=C2C(=NC=C1)C(=C(N2)C)C(=O)N[C@@H]2CC[C@H](CC2)NC(CC)=O (7-[2-(Cyclopropylmethoxy)-4-methoxyphenyl]-2-methyl-N-[trans-4-(propanoylamino)cyclohexyl]-1H-pyrrolo[3,2-b]pyridine-3-carboxamide). RXN SMILES: Cl.[NH2:2][C@H:3]1[CH2:8][CH2:7][C@H:6]([NH:9][C:10]([C:12]2[C:16]3=[N:17][CH:18]=[CH:19][C:20]([C:21]4[CH:26]=[CH:25][C:24]([O:27][CH3:28])=[CH:23][C:22]=4[O:29][CH2:30][CH:31]4[CH2:33][CH2:32]4)=[C:15]3[NH:14][C:13]=2[CH3:34])=[O:11])[CH2:5][CH2:4]1.[C:35](Cl)(=[O:38])[CH2:36][CH3:37]>>[CH:31]1([CH2:30][O:29][C:22]2[CH:23]=[C:24]([O:27][CH3:28])[CH:25]=[CH:26][C:21]=2[C:20]2[CH:19]=[CH:18][N:17]=[C:16]3[C:12]([C:10]([NH:9][C@H:6]4[CH2:7][CH2:8][C@H:3]([NH:2][C:35](=[O:38])[CH2:36][CH3:37])[CH2:4][CH2:5]4)=[O:11])=[C:13]([CH3:34])[NH:14][C:15]=23)[CH2:32][CH2:33]1 |f:0.1|. Procedure details: Starting from N-(trans-4-aminocyclohexyl)-7-[2-(cyclopropylmethoxy)-4-methoxyphenyl]-2-methyl-1H-pyrrolo[3,2-b]pyridine-3-carboxamide hydrochloride (example D.f12) and commercially propionyl chloride the title compound is obtained as colorless solid. The reactants are FC1=C2OCCN3C(=NC(C=C1)=C32)C(C)NC(C)=O (N-[1-(6-fluoro-3,4-dihydro-5-oxa-1,2a-diaza-acenaphthylen-2-yl)ethyl]acetamide), C1(=CC=CC=C1)C (Toluene), C(C)(C)(C)OC(N[C@@H](C)C(NC1=CC=C(C2=C1NCCO2)F)=O)=O ([(S)-1-(8-fluoro-3,4-dihydro-2H-benzo[1,4]oxazin-5-ylcarbamoyl)ethyl]carbamic acid tert-butyl ester). The solvent is CC(=O)O (AcOH). Run at time 16 hour. Product: C(C)(C)(C)OC(NC(C)C1=NC=2C=CC(=C3OCCN1C23)F)=O ([1-(6-Fluoro-3,4-dihydro-5-oxa-1,2a-diaza-acenaphthylen-2-yl)ethyl]carbamic acid tert-butyl ester). As a reaction SMILES: [C:1]([O:5][C:6](=[O:24])[NH:7][C@H:8]([C:10](=O)[NH:11][C:12]1[C:17]2[NH:18][CH2:19][CH2:20][O:21][C:16]=2[C:15]([F:22])=[CH:14][CH:13]=1)[CH3:9])([CH3:4])([CH3:3])[CH3:2].C1(C)C=CC=CC=1.FC1C=CC2=C3C=1OCCN3C(C(NC(=O)C)C)=N2>CC(O)=O>[C:1]([O:5][C:6](=[O:24])[NH:7][CH:8]([C:10]1[N:18]2[C:17]3[C:16]([O:21][CH2:20][CH2:19]2)=[C:15]([F:22])[CH:14]=[CH:13][C:12]=3[N:11]=1)[CH3:9])([CH3:4])([CH3:3])[CH3:2]. Reported procedure: A solution of [(S)-1-(8-fluoro-3,4-dihydro-2H-benzo[1,4]oxazin-5-ylcarbamoyl)ethyl]carbamic acid tert-butyl ester (440 mg, 1.297 mmol) in AcOH (15 mL) was stirred successively at 80° C. for 1 h, 100° C. for 5 h and then 85° C. for 16 h. Toluene was added and the reaction mixture concentrated in vacuo to give a mixture of the title compound and N-[1-(6-fluoro-3,4-dihydro-5-oxa-1,2a-diaza-acenaphthylen-2-yl)ethyl]acetamide. LCMS (Method B): RT 1.72 min [M+H]+ 264 & 2.51 min [M+H]+ 322 Reactants: CC(C)(C)OC(=O)N1CCC(C(=O)N(Cc2ccccc2)Cc2ccccc2)CC1, CO, Cl, C1COCCO1. Yields the product O=C(C1CCNCC1)N(Cc1ccccc1)Cc1ccccc1. As a reaction SMILES: [CH2:1]([c:2]1[cH:3][cH:4][cH:5][cH:6][cH:7]1)[N:8]([C:9](=[O:10])[CH:11]1[CH2:12][CH2:13][N:14]([C:17]([O:18][C:19]([CH3:20])([CH3:21])[CH3:22])=[O:23])[CH2:15][CH2:16]1)[CH2:24][c:25]1[cH:26][cH:27][cH:28][cH:29][cH:30]1.[CH3:38][OH:39].[ClH:31].[O:32]1[CH2:33][CH2:34][O:35][CH2:36][CH2:37]1>>[CH2:1]([c:2]1[cH:3][cH:4][cH:5][cH:6][cH:7]1)[N:8]([C:9](=[O:10])[CH:11]1[CH2:12][CH2:13][NH:14][CH2:15][CH2:16]1)[CH2:24][c:25]1[cH:26][cH:27][cH:28][cH:29][cH:30]1. Starting materials: [N+](=O)([O-])[O-].[Na+] (sodium nitrate), C(C(=O)O)(=O)O (oxalic acid), N(=[N+]=[N-])CCNCCN=[N+]=[N-] (N,N-bis(2-azidoethyl)amine), CCCCCC (hexane). Run in C(Cl)Cl (DCM). Run at time 2.5 hour. Yields the product N(=[N+]=[N-])CCN(N=O)CCN=[N+]=[N-] (N,N-bis(2-azidoethyl)-N-nitrosoamine). Yield: 84.0%. RXN SMILES: [N+:1]([O-:4])([O-])=O.[Na+].C(O)(=O)C(O)=O.[N:12]([CH2:15][CH2:16][NH:17][CH2:18][CH2:19][N:20]=[N+:21]=[N-:22])=[N+:13]=[N-:14].CCCCCC>C(Cl)Cl>[N:20]([CH2:19][CH2:18][N:17]([CH2:16][CH2:15][N:12]=[N+:13]=[N-:14])[N:1]=[O:4])=[N+:21]=[N-:22] |f:0.1|. Reported procedure: A suspension of sodium nitrate (13.4 g; 0.194 mol), oxalic acid (24.4 g; 0.194 mol) and N,N-bis(2-azidoethyl)amine LI (15 g; 0.097 mol) in DCM (300 mL) was stirred vigorously at r.t. for 2.5 h. Silica gel (20 g) and hexane (200 mL) was added to the reaction mixture and the resulting suspension was filtered. The solids were washed (1:1 hexane/DCM, 200 mL). The solvent was evaporated under reduced pressure to afford N,N-bis(2-azidoethyl)-N-nitrosoamine LII (15 g; 0.081 mol; 84% yield). Yields the product C(C)(C)(C)C1=NN(C(=C1)C(=O)O)C1=CC(=CC=C1)F (3-tert-butyl-1-(3-fluorophenyl)-1H-pyrazole-5-carboxylic acid). Isolated yield 84.7%. Procedure details: To a stirring solution of ethyl 3-tert-butyl-1-(3-fluorophenyl)-1H-pyrazole-5-carboxylate (0.786 g, 2.71 mmol) in 1:1:1 THF/EtOH/H2O (36 ml) at RT was added LiOH.H2O (0.568 g, 13.5 mmol). After stirring at RT overnight, the reaction mixture was diluted with 3M HCl (30 mL) and extracted with EtOAc (3×50 mL). The combined organic layers were washed with brine (2×30 mL), dried (MgSO4) and concentrated to afford 3-tert-butyl-1-(3-fluorophenyl)-1H-pyrazole-5-carboxylic acid (0.602 g, 85% yield) as wh... Run at time 8 hour. As a reaction SMILES: [C:1]([C:5]1[CH:9]=[C:8]([C:10]([O:12]CC)=[O:11])[N:7]([C:15]2[CH:20]=[CH:19][CH:18]=[C:17]([F:21])[CH:16]=2)[N:6]=1)([CH3:4])([CH3:3])[CH3:2].C1COCC1.CCO.O.O[Li].O>Cl>[C:1]([C:5]1[CH:9]=[C:8]([C:10]([OH:12])=[O:11])[N:7]([C:15]2[CH:20]=[CH:19][CH:18]=[C:17]([F:21])[CH:16]=2)[N:6]=1)([CH3:4])([CH3:2])[CH3:3] |f:1.2.3,4.5|. Starting materials: C(C)(C)(C)C1=NN(C(=C1)C(=O)OCC)C1=CC(=CC=C1)F (ethyl 3-tert-butyl-1-(3-fluorophenyl)-1H-pyrazole-5-carboxylate), C1CCOC1.CCO.O (THF EtOH H2O), O[Li].O (LiOH.H2O). Run in Cl (HCl). As a reaction SMILES: [CH:1]1([N:4]2[C:12]3[CH:11]=[CH:10][N:9]=[CH:8][C:7]=3[N:6]([CH2:13][C:14]3[N:15]([CH2:28][CH2:29][CH:30]([CH3:32])[CH3:31])[C:16]4[C:21]([C:22]=3[C:23]([O:25]CC)=[O:24])=[CH:20][CH:19]=[CH:18][CH:17]=4)[C:5]2=[O:33])[CH2:3][CH2:2]1.[OH-].[Li+].Cl>C1COCC1.O>[CH:1]1([N:4]2[C:12]3[CH:11]=[CH:10][N:9]=[CH:8][C:7]=3[N:6]([CH2:13][C:14]3[N:15]([CH2:28][CH2:29][CH:30]([CH3:31])[CH3:32])[C:16]4[C:21]([C:22]=3[C:23]([OH:25])=[O:24])=[CH:20][CH:19]=[CH:18][CH:17]=4)[C:5]2=[O:33])[CH2:3][CH2:2]1 |f:1.2|. Product: C1(CC1)N1C(N(C=2C=NC=CC21)CC=2N(C1=CC=CC=C1C2C(=O)O)CCC(C)C)=O (2-((1-cyclopropyl-2-oxo-1H-imidazo[4,5-c]pyridin-3(2H)-yl)methyl)-1-isopentyl-1H-indole-3-carboxylic acid). Conditions: temperature 60 celsius, time 8 hour. Reactants: [OH-].[Li+] (lithium hydroxide), C1(CC1)N1C(N(C=2C=NC=CC21)CC=2N(C1=CC=CC=C1C2C(=O)OCC)CCC(C)C)=O (ethyl 2-((1-cyclopropyl-2-oxo-1H-imidazo[4,5-c]pyridin-3(2H)-yl)methyl)-1-isopentyl-1H-indole-3-carboxylate), solution, Cl (hydrochloric acid). Procedure: Compound 18 (0.5 g, 1 mmol) was dissolved in THF (25 mL), lithium hydroxide (48 mg, 2 mmol) dissolved in water (5 mL) was added. The resulting mixture was stirred at 60° C. overnight. The reaction mixture was allowed to cool down to room temperature then poured in water. The pH of the resulting mixture was adjusted to pH=4 by addition of a 1 M solution of hydrochloric acid. Then the mixture was extracted with ethyl acetate. The organic layer was dried over MgSO4 and concentrated. The residue was... Isolated yield 95.6%. Run in O (water), O (water), C1CCOC1 (THF). The reactants are O=C([O-])O, CCOC(=O)N1CCC(n2ncc3c(N4CC5CCC(C4)O5)nc(-c4ccc(NC(=O)NC5CCN(C(=O)OC(C)(C)C)CC5)cc4)nc32)CC1, ClCCl, [Na+], O=C(O)C(F)(F)F. The product is CCOC(=O)N1CCC(n2ncc3c(N4CC5CCC(C4)O5)nc(-c4ccc(NC(=O)NC5CCNCC5)cc4)nc32)CC1. RXN SMILES: [C:62](=[O:63])([OH:64])[O-:65].[CH:1]12[CH2:2][N:3]([c:9]3[c:10]4[c:11]([n:12][c:13](-[c:15]5[cH:16][cH:17][c:18]([NH:21][C:22]([NH:23][CH:24]6[CH2:25][CH2:26][N:27]([C:30]([O:31][C:32]([CH3:33])([CH3:34])[CH3:35])=[O:36])[CH2:28][CH2:29]6)=[O:37])[cH:19][cH:20]5)[n:14]3)[n:38]([CH:41]3[CH2:42][CH2:43][N:44]([C:47](=[O:48])[O:49][CH2:50][CH3:51])[CH2:45][CH2:46]3)[n:39][cH:40]4)[CH2:4][CH:5]([CH2:6][CH2:7]1)[O:8]2.[Cl:52][CH2:53][Cl:54].[Na+:66].[OH:55][C:56]([C:57]([F:58])([F:59])[F:60])=[O:61]>>[CH:1]12[CH2:2][N:3]([c:9]3[c:10]4[c:11]([n:12][c:13](-[c:15]5[cH:16][cH:17][c:18]([NH:21][C:22]([NH:23][CH:24]6[CH2:25][CH2:26][NH:27][CH2:28][CH2:29]6)=[O:37])[cH:19][cH:20]5)[n:14]3)[n:38]([CH:41]3[CH2:42][CH2:43][N:44]([C:47](=[O:48])[O:49][CH2:50][CH3:51])[CH2:45][CH2:46]3)[n:39][cH:40]4)[CH2:4][CH:5]([CH2:6][CH2:7]1)[O:8]2. Solvent: C(C)(=O)O (acetic acid), O (water), C1(=CC=CC=C1)C (toluene). Reactants: [N+](=O)(O)[O-] (nitric acid), S(O)(O)(=O)=O (sulfuric acid), S(O)(O)(=O)=O (sulfuric acid), C1(=C(C(=CC=C1)C)C)O (2,3-Xylenol), S(=O)(Cl)Cl (thionyl chloride), NC1=NC=CC=C1 (2-aminopyridine). RXN SMILES: [C:1]1([OH:9])[CH:6]=[CH:5][CH:4]=[C:3]([CH3:7])[C:2]=1[CH3:8].NC1C=CC=CN=1.S(Cl)([Cl:19])=O.S(=O)(=O)(O)O.[N+:26]([O-:29])(O)=[O:27]>C1(C)C=CC=CC=1.C(O)(=O)C.O>[Cl:19][C:4]1[CH:5]=[C:6]([N+:26]([O-:29])=[O:27])[C:1]([OH:9])=[C:2]([CH3:8])[C:3]=1[CH3:7]. Yields the product ClC1=C(C(=C(C(=C1)[N+](=O)[O-])O)C)C (4-Chloro-2,3-dimethyl-6-nitrophenol). Procedure: 2,3-Xylenol (5 g, 40.9 mmol) was dissolved in toluene (100 ml), and the solution was added with 2-aminopyridine (0.3 g, 3.2 mmol). The mixture was added with thionyl chloride (3.3 ml) at room temperature with stirring, and then stirred at 7 C.° for 15 hours. The reaction mixture was cooled to room temperature, and then excessive reagents and solvent were evaporated under reduced pressure to obtain an oily substance. The substance was dissolved in acetic acid (12.5 ml), and the solution was added... As a reaction SMILES: FC(F)(F)S(O[C:7]1[C:11]2[C:12]([O:16][CH3:17])=[N:13][CH:14]=[CH:15][C:10]=2[N:9]([CH:18]2[CH2:22][CH2:21][CH2:20][CH2:19]2)[N:8]=1)(=O)=O.CC1(C)C(C)(C)OB([C:33]2[CH:41]=[CH:40][C:36]([C:37]([NH2:39])=[O:38])=[CH:35][CH:34]=2)O1.C(=O)([O-])[O-].[Na+].[Na+].O>COCCOC.C1C=CC([P]([Pd]([P](C2C=CC=CC=2)(C2C=CC=CC=2)C2C=CC=CC=2)([P](C2C=CC=CC=2)(C2C=CC=CC=2)C2C=CC=CC=2)[P](C2C=CC=CC=2)(C2C=CC=CC=2)C2C=CC=CC=2)(C2C=CC=CC=2)C2C=CC=CC=2)=CC=1>[CH:18]1([N:9]2[C:10]3[CH:15]=[CH:14][N:13]=[C:12]([O:16][CH3:17])[C:11]=3[C:7]([C:33]3[CH:41]=[CH:40][C:36]([C:37]([NH2:39])=[O:38])=[CH:35][CH:34]=3)=[N:8]2)[CH2:22][CH2:21][CH2:20][CH2:19]1 |f:2.3.4,^1:59,61,80,99|. The solvent is COCCOC (DME). Procedure: A solution of 1-cyclopentyl-4-methoxy-1H-pyrazolo[4,3-c]pyridin-3-yl trifluoromethanesulfonate (120 mg) obtained in Step C of Example 12, 4-(4,4,5,5-tetramethyl-1,3,2-dioxaborolan-2-yl)benzamide (122 mg), tetrakis(triphenylphosphine)palladium(0) (38.0 mg) and 2M aqueous sodium carbonate solution (0.821 mL) in DME (10 mL) was heated overnight with reflux under nitrogen atmosphere. To the reaction mixture was added water, and the mixture was extracted with ethyl acetate. The organic layer was wash... Reactants: FC(S(=O)(=O)OC1=NN(C2=C1C(=NC=C2)OC)C2CCCC2)(F)F (1-cyclopentyl-4-methoxy-1H-pyrazolo[4,3-c]pyridin-3-yl trifluoromethanesulfonate), CC1(OB(OC1(C)C)C1=CC=C(C(=O)N)C=C1)C (4-(4,4,5,5-tetramethyl-1,3,2-dioxaborolan-2-yl)benzamide), C([O-])([O-])=O.[Na+].[Na+] (sodium carbonate), O (water). The reagents and catalysts are C=1C=CC(=CC1)[P](C=2C=CC=CC2)(C=3C=CC=CC3)[Pd]([P](C=4C=CC=CC4)(C=5C=CC=CC5)C=6C=CC=CC6)([P](C=7C=CC=CC7)(C=8C=CC=CC8)C=9C=CC=CC9)[P](C=1C=CC=CC1)(C=1C=CC=CC1)C=1C=CC=CC1 (tetrakis(triphenylphosphine)palladium(0)). Yield: 90.5%. Yields the product C1(CCCC1)N1N=C(C=2C(=NC=CC21)OC)C2=CC=C(C(=O)N)C=C2 (4-(1-cyclopentyl-4-methoxy-1H-pyrazolo[4,3-c]pyridin-3-yl)benzamide).